The task is: describe an organic reaction: reactants, conditions, products, and yield. This data is from the Open Reaction Database (ORD), a public repository of structured organic reaction records. The reactants are C1=CC=CC=C1 (benzene), C(C)NCC (diethylamine), C1OC2=C(C(=O)O)C=CC=C2OC1 (2,3-ethylenedioxybenzoic acid), C(C(=O)Cl)(=O)Cl (oxalyl chloride). The reagents and catalysts are CN(C=O)C (dimethylformamide). The solvent is C(C)(=O)OCC (ethyl acetate). The product is C1OC2(C(C(=O)N)=CC=CC2(CC)OC1)CC ((2,3-ethylenedioxy)diethylbenzamide). The yield is 96.0%. RXN SMILES: [CH:1]1[CH:6]=CC=CC=1.[CH2:7]1[CH2:19][O:18][C:17]2[C:9](=[C:10]([CH:14]=[CH:15][CH:16]=2)[C:11]([OH:13])=O)[O:8]1.[C:20](Cl)(=O)[C:21](Cl)=O.C([NH:28]CC)C>CN(C)C=O.C(OCC)(=O)C>[CH2:7]1[CH2:19][O:18][C:17]2([CH2:20][CH3:21])[C:9]([CH2:6][CH3:1])([C:10](=[CH:14][CH:15]=[CH:16]2)[C:11]([NH2:28])=[O:13])[O:8]1. Procedure: Into a 250 ml round bottom flask fitted with a nitrogen inlet and magnetic stirring bar were placed 32.8 ml of benzene and 2,3-ethylenedioxybenzoic acid (2.96 g, 16.4 mmol). The mixture was stirred into a suspension before adding oxalyl chloride (4.3 ml, 8.88 mmol) via a syringe. The mixture was cooled to 0° and 5 drops of dimethylformamide added. The mixture was allowed to warm to room temperature over 1 hour before concentrating the mixture in vacuo. The residue was taken up in 52.5 ml of anhy... Starting materials: O=C1COC2=C(N1)C=C(C=C2)C=O (3-Oxo-3,4-dihydro-2H-benzo[1,4]oxazine-6-carbaldehyde), NCC1=CC=C(C#N)C=C1 (4-aminomethyl benzonitrile), CO.O1CCOCC1 (methanol dioxane). Yields the product C(#N)C1=CC=C(CNC(C(C=2C=CC3=C(NC(CO3)=O)C2)OC)=O)C=C1 ((RS)-N-(4-cyano-benzyl)-2-methoxy-2-(3-oxo-3,4-dihydro-2H-benzo[1,4]oxazin-6-yl)-acetamide). As a reaction SMILES: [O:1]=[C:2]1[NH:7][C:6]2[CH:8]=[C:9]([CH:12]=[O:13])[CH:10]=[CH:11][C:5]=2[O:4][CH2:3]1.[NH2:14][CH2:15][C:16]1[CH:23]=[CH:22][C:19]([C:20]#[N:21])=[CH:18][CH:17]=1.[CH3:24]O.[O:26]1CCOC[CH2:27]1>>[C:20]([C:19]1[CH:22]=[CH:23][C:16]([CH2:15][NH:14][C:27](=[O:26])[CH:12]([O:13][CH3:24])[C:9]2[CH:10]=[CH:11][C:5]3[O:4][CH2:3][C:2](=[O:1])[NH:7][C:6]=3[CH:8]=2)=[CH:17][CH:18]=1)#[N:21] |f:2.3|. Procedure details: 3-Oxo-3,4-dihydro-2H-benzo[1,4]oxazine-6-carbaldehyde (CAS 200195-15-9) was reacted according to general procedure A using methanol/dioxane as a solvent. The product of this reaction was subsequently coupled with 4-aminomethyl benzonitrile according to general procedure C to give (RS)-N-(4-cyano-benzyl)-2-methoxy-2-(3-oxo-3,4-dihydro-2H-benzo[1,4]oxazin-6-yl)-acetamide. Light yellow solid. Reactants: O=CCC(=O)[O-], Clc1ccnc(-c2ccccc2)n1, N=C(N)c1ccccc1, N, [Na+], Nc1ccnc(-c2ccccc2)n1. Yields the product O=c1ccnc(-c2ccccc2)[nH]1. RXN SMILES: [CH:37](=[O:38])[CH2:39][C:40]([O-:41])=[O:42].[Cl:14][c:15]1[cH:16][cH:17][n:18][c:19](-[c:20]2[cH:21][cH:22][cH:23][cH:24][cH:25]2)[n:26]1.[NH2:28][C:29]([c:30]1[cH:31][cH:32][cH:33][cH:34][cH:35]1)=[NH:36].[NH3:27].[Na+:43].[c:1]1(-[c:7]2[n:8][cH:9][cH:10][c:11]([NH2:13])[n:12]2)[cH:2][cH:3][cH:4][cH:5][cH:6]1>>[c:1]1(-[c:7]2[n:8][cH:9][cH:10][c:11](=[O:38])[nH:12]2)[cH:2][cH:3][cH:4][cH:5][cH:6]1. Starting materials: COC(C(C(C1=C(C(=CC=C1)Cl)Cl)Cl)=O)=O (3-chloro-3-(2,3-dichloro-phenyl)-2-oxo-propionic acid methyl ester), C(C)(=S)N (thioacetamide). Yields the product COC(=O)C=1N=C(SC1C1=C(C(=CC=C1)Cl)Cl)C (5-(2,3-Dichloro-phenyl)-2-methyl-thiazole-4-carboxylic Acid Methyl Ester). As a reaction SMILES: [CH3:1][O:2][C:3](=[O:16])[C:4](=O)[CH:5](Cl)[C:6]1[CH:11]=[CH:10][CH:9]=[C:8]([Cl:12])[C:7]=1[Cl:13].[C:17]([NH2:20])(=[S:19])[CH3:18]>>[CH3:1][O:2][C:3]([C:4]1[N:20]=[C:17]([CH3:18])[S:19][C:5]=1[C:6]1[CH:11]=[CH:10][CH:9]=[C:8]([Cl:12])[C:7]=1[Cl:13])=[O:16]. Reported procedure: prepared by reaction of 3-chloro-3-(2,3-dichloro-phenyl)-2-oxo-propionic acid methyl ester with thioacetamide. LC-MS: tR=0.97 min; [M+H]+=302.2. Reactants: Cc1cccc(NC(=O)NCC(=O)O)c1, CCOC(=O)CC(Nc1ccccc1)c1ccccc1, O=S(Cl)Cl. Yields the product CCOC(=O)CC(c1ccccc1)N(C(=O)CNC(=O)Nc1cccc(C)c1)c1ccccc1. Reaction SMILES: [CH3:1][c:2]1[cH:3][c:4]([NH:8][C:9]([NH:10][CH2:11][C:12](=[O:13])[OH:14])=[O:15])[cH:5][cH:6][cH:7]1.[NH:16]([c:17]1[cH:18][cH:19][cH:20][cH:21][cH:22]1)[CH:23]([CH2:24][C:25](=[O:26])[O:27][CH2:28][CH3:29])[c:30]1[cH:31][cH:32][cH:33][cH:34][cH:35]1.[S:36]([Cl:37])([Cl:38])=[O:39]>>[CH3:1][c:2]1[cH:3][c:4]([NH:8][C:9]([NH:10][CH2:11][C:12](=[O:14])[N:16]([c:17]2[cH:18][cH:19][cH:20][cH:21][cH:22]2)[CH:23]([CH2:24][C:25](=[O:26])[O:27][CH2:28][CH3:29])[c:30]2[cH:31][cH:32][cH:33][cH:34][cH:35]2)=[O:15])[cH:5][cH:6][cH:7]1.